From a dataset of the Open Reaction Database (ORD), a public repository of structured organic reaction records. describe an organic reaction: reactants, conditions, products, and yield The reactants are N(=NC(=O)OCC)C(=O)OCC (diethyl azodicarboxylate), ice methanol, OCCC1NCCN(C1)C(=O)OC (2-(2-hydroxyethyl)-4-methoxycarbonylpiperazine), C1(=CC=CC=C1)O (phenol), C1(=CC=CC=C1)P(C1=CC=CC=C1)C1=CC=CC=C1 (triphenylphosphine), ClCCl (dichloromethane), ClCCl (dichloromethane). Conditions: time 18 hour. The product is C(C)(C)(C)OC(=O)N1C(CN(CC1)C(=O)OC)CCOC1=CC=CC=C1 ((RS)-1-(tert-Butyloxycarbonyl)-4-methoxycarbonyl-2-(2-phenoxyethyl)piperazine). The yield is 84.0%. Reaction SMILES: N(C(OCC)=O)=N[C:3]([O:5]CC)=[O:4].[OH:13][CH2:14][CH2:15][CH:16]1[CH2:21][N:20]([C:22]([O:24][CH3:25])=[O:23])[CH2:19][CH2:18][NH:17]1.[C:26]1(O)[CH:31]=[CH:30][CH:29]=[CH:28][CH:27]=1.C1(P([C:46]2[CH:51]=[CH:50]C=CC=2)C2C=CC=CC=2)C=CC=CC=1.Cl[CH2:53]Cl>>[C:51]([O:5][C:3]([N:17]1[CH2:18][CH2:19][N:20]([C:22]([O:24][CH3:25])=[O:23])[CH2:21][CH:16]1[CH2:15][CH2:14][O:13][C:26]1[CH:31]=[CH:30][CH:29]=[CH:28][CH:27]=1)=[O:4])([CH3:50])([CH3:46])[CH3:53]. Reported procedure: A solution of diethyl azodicarboxylate (0.74 ml, 4.7 mmol) in anhydrous dichloromethane (3 ml) was added to a stirred, ice-methanol cooled solution of (RS)-1-tert-butoxycarbonyl)-2-(2-hydroxyethyl)-4-methoxycarbonylpiperazine (D7) (1.35 g, 4.69 mmol), phenol (0.441 g, 4.69 mmol) and triphenylphosphine (1.23 g, 4.69 mmol) in anhydrous dichloromethane (40 ml). The mixture was stirred at room temperature for 18 h then evaporated in vacuo. The residue was chromatographed on silica gel eluting with 1...